This data is from the Open Reaction Database (ORD), a public repository of structured organic reaction records. The task is: describe an organic reaction: reactants, conditions, products, and yield Starting materials: FC(C(=O)O)(F)F.ClC1=CC=C2C(=C1)NC(C21C(NC(C1C1=C(C(=CC=C1)Cl)F)C(=O)O)CC(C)(C)C)=O (rac-(2′S,3′R,4′S,5′R)-6-chloro-4′-(3-chloro-2-fluoro-phenyl)-2′-(2,2-dimethyl-propyl)-2-oxo-1,2-dihydro-spiro[indole-3,3′-pyrrolidine]-5′-carboxylic acid trifluoroacetic acid), NC1=C(C=C(C#N)C=C1)OC(F)(F)F (4-amino-3-(trifluoromethoxy)benzonitrile), C(C)(C)N(CC)C(C)C (diisopropylethylamine), C1(=CC=CC=C1)P(=O)(C1=CC=CC=C1)Cl (diphenylphosphinic chloride). Product: C(#N)C1=CC(=C(C=C1)NC(=O)C1C(C2(C(N1)CC(C)(C)C)C(NC1=CC(=CC=C12)Cl)=O)C1=C(C(=CC=C1)Cl)F)OC(F)(F)F (rac-(2′S,3′R,4′S,5′R)-6-chloro-4′-(3-chloro-2-fluoro-phenyl)-2′-(2,2-dimethyl-propyl)-2-oxo-1,2-dihydro-spiro[indole-3,3′-pyrrolidine]-5′-carboxylic acid (4-cyano-2-trifluoromethoxy-phenyl)-amide). As a reaction SMILES: FC(F)(F)C(O)=O.[Cl:8][C:9]1[CH:14]=[C:13]2[NH:15][C:16](=[O:38])[C:17]3([CH:21]([C:22]4[CH:27]=[CH:26][CH:25]=[C:24]([Cl:28])[C:23]=4[F:29])[CH:20]([C:30](O)=[O:31])[NH:19][CH:18]3[CH2:33][C:34]([CH3:37])([CH3:36])[CH3:35])[C:12]2=[CH:11][CH:10]=1.C(N(C(C)C)CC)(C)C.C1(P(Cl)(C2C=CC=CC=2)=O)C=CC=CC=1.[NH2:63][C:64]1[CH:71]=[CH:70][C:67]([C:68]#[N:69])=[CH:66][C:65]=1[O:72][C:73]([F:76])([F:75])[F:74]>>[C:68]([C:67]1[CH:70]=[CH:71][C:64]([NH:63][C:30]([CH:20]2[NH:19][CH:18]([CH2:33][C:34]([CH3:36])([CH3:37])[CH3:35])[C:17]3([C:12]4[C:13](=[CH:14][C:9]([Cl:8])=[CH:10][CH:11]=4)[NH:15][C:16]3=[O:38])[CH:21]2[C:22]2[CH:27]=[CH:26][CH:25]=[C:24]([Cl:28])[C:23]=2[F:29])=[O:31])=[C:65]([O:72][C:73]([F:74])([F:75])[F:76])[CH:66]=1)#[N:69] |f:0.1|. Reported procedure: In a manner similar to the method described in Example 5, rac-(2′S,3′R,4′S,5′R)-6-chloro-4′-(3-chloro-2-fluoro-phenyl)-2′-(2,2-dimethyl-propyl)-2-oxo-1,2-dihydro-spiro[indole-3,3′-pyrrolidine]-5′-carboxylic acid trifluoroacetic acid prepared in Example 4 (0.4 g, 0.69 mmol), was reacted with diisopropylethylamine (0.46 g, 3.6 mmol), diphenylphosphinic chloride (0.34 g, 1.4 mmol), then reacted with 4-amino-3-(trifluoromethoxy)benzonitrile (Matrix) (0.14 g, 0.71 mmol) to give rac-(2′S,3′R,4′S,5′R)-... Reactants: [BH4-].[Na+] (sodium borohydride), C1[C@@H]2C=CC(=O)[C@H](O1)O2 (levoglucosenone), CC(=O)C (acetone). The solvent is O (water). Run at time 5 minute. Product: [C@H]12[C@@H](O)C=C[C@H](O1)CO2 (1,6-anhydro-3,4-dideoxy-β-D-threo-hex-3-enopyranose). Isolated yield 34.1%. As a reaction SMILES: [CH2:1]1[O:8][C@@H:7]2[O:9][C@H:2]1[CH:3]=[CH:4][C:5]2=[O:6].[BH4-].[Na+].CC(C)=O>O>[C@@H:7]12[O:8][CH2:1][C@@H:2]([O:9]1)[CH:3]=[CH:4][C@@H:5]2[OH:6] |f:1.2|. Reported procedure: 16.0 g (127 mmol) of levoglucosenone was dissolved in 700 ml of water, followed by adding 8.00 g (211 mmol) of sodium borohydride to! the solution. The resultant system was kept stirred at room temperature for 5 minutes. Then, 400 ml of acetone was added to the mixture, and solvent was removed by distillation under reduced pressure, followed by adding chloroform to the residue so as to remove insoluble components by means of filtration. The filtrate was distilled under reduced pressure so as to ... The reactants are C(C)OC(C(CC=1C=C2C=CNC2=CC1)OCC)=O (rac-2-ethoxy-3-(1H-indol-5-yl)-propionic acid ethyl ester), ClCC=1N=C(OC1C)C1=CC(=C(C(=C1)OC)OC)OC (4-chloromethyl-5-methyl-2-(3,4,5-trimethoxy-phenyl)-oxazole). Product: C(C)OC(C(=O)O)CC=1C=C2C=CN(C2=CC1)CC=1N=C(OC1C)C1=CC(=C(C(=C1)OC)OC)OC (Rac-2-Ethoxy-3-{1-[2-(3,4,5-trimethoxy-phenyl)-5-methyl-oxazol-4-ylmethyl]-1H-indol-5-yl}-propionic Acid). The yield is 3.0%. Reaction SMILES: C([O:3][C:4](=[O:19])[CH:5]([O:16][CH2:17][CH3:18])[CH2:6][C:7]1[CH:8]=[C:9]2[C:13](=[CH:14][CH:15]=1)[NH:12][CH:11]=[CH:10]2)C.Cl[CH2:21][C:22]1[N:23]=[C:24]([C:28]2[CH:33]=[C:32]([O:34][CH3:35])[C:31]([O:36][CH3:37])=[C:30]([O:38][CH3:39])[CH:29]=2)[O:25][C:26]=1[CH3:27]>>[CH2:17]([O:16][CH:5]([CH2:6][C:7]1[CH:8]=[C:9]2[C:13](=[CH:14][CH:15]=1)[N:12]([CH2:21][C:22]1[N:23]=[C:24]([C:28]3[CH:29]=[C:30]([O:38][CH3:39])[C:31]([O:36][CH3:37])=[C:32]([O:34][CH3:35])[CH:33]=3)[O:25][C:26]=1[CH3:27])[CH:11]=[CH:10]2)[C:4]([OH:3])=[O:19])[CH3:18]. Procedure details: Starting from rac-2-ethoxy-3-(1H-indol-5-yl)-propionic acid ethyl ester and 4-chloromethyl-5-methyl-2-(3,4,5-trimethoxy-phenyl)-oxazole, the title compound was obtained in 3% yield as a white solid. MS: (M+H)+ 495.2.